Dataset: the Open Reaction Database (ORD), a public repository of structured organic reaction records. Task: describe an organic reaction: reactants, conditions, products, and yield Reactants: O=C([O-])[O-], CCON, CO, CS(=O)(=O)c1ccc(C(=O)O)c(Cl)c1C=O, Cl, [K+], [K+]. Yields the product CCON=Cc1c(S(C)(=O)=O)ccc(C(=O)O)c1Cl. As a reaction SMILES: [C:6](=[O:7])([O-:8])[O-:9].[CH2:2]([CH3:3])[O:4][NH2:5].[CH3:28][OH:29].[Cl:12][c:13]1[c:14]([C:15](=[O:16])[OH:17])[cH:18][cH:19][c:20]([S:24](=[O:25])(=[O:26])[CH3:27])[c:21]1[CH:22]=[O:23].[ClH:1].[K+:10].[K+:11]>>[CH2:2]([CH3:3])[O:4][N:5]=[CH:22][c:21]1[c:13]([Cl:12])[c:14]([C:15](=[O:16])[OH:17])[cH:18][cH:19][c:20]1[S:24](=[O:25])(=[O:26])[CH3:27]. Procedure details: Using (R)-2-chloro-1-(2-methyloxiran-2-ylmethyl)-4-nitroimidazole prepared in Example 12 (1.0 g, 4.6 mmol) and 4-(4-trifluoromethoxybenzoyl)piperidine (1.3 g, 4.8 mmol) gave (S)-[l-(2-methyl-6-nitro-2,3-dihydroimidazo[2,1-b]oxazol-2-ylmethyl)piperidin-4-yl]-(4-trifluoromethoxyphenyl)methanone (771 mg, yield 37%) as a light yellow powder. Reactants: ClC=1N(C=C(N1)[N+](=O)[O-])C[C@]1(OC1)C ((R)-2-chloro-1-(2-methyloxiran-2-ylmethyl)-4-nitroimidazole), FC(OC1=CC=C(C(=O)C2CCNCC2)C=C1)(F)F (4-(4-trifluoromethoxybenzoyl)piperidine). As a reaction SMILES: Cl[C:2]1[N:3]([CH2:10][C@:11]2([CH3:14])[CH2:13][O:12]2)[CH:4]=[C:5]([N+:7]([O-:9])=[O:8])[N:6]=1.[F:15][C:16]([F:33])([F:32])[O:17][C:18]1[CH:31]=[CH:30][C:21]([C:22]([CH:24]2[CH2:29][CH2:28][NH:27][CH2:26][CH2:25]2)=[O:23])=[CH:20][CH:19]=1>>[CH3:14][C@@:11]1([CH2:13][N:27]2[CH2:28][CH2:29][CH:24]([C:22]([C:21]3[CH:30]=[CH:31][C:18]([O:17][C:16]([F:15])([F:32])[F:33])=[CH:19][CH:20]=3)=[O:23])[CH2:25][CH2:26]2)[O:12][C:2]2=[N:6][C:5]([N+:7]([O-:9])=[O:8])=[CH:4][N:3]2[CH2:10]1. Yields the product C[C@@]1(CN2C(O1)=NC(=C2)[N+](=O)[O-])CN2CCC(CC2)C(=O)C2=CC=C(C=C2)OC(F)(F)F ((S)-[l-(2-methyl-6-nitro-2,3-dihydroimidazo[2,1-b]oxazol-2-ylmethyl)piperidin-4-yl]-(4-trifluoromethoxyphenyl)methanone). Yield: 36.9%. Starting materials: COC1=C(C=CC=C1C(F)(F)F)C1CCN(CC1)CCC (4-[2-methoxy-3-(trifluoromethyl)phenyl]-1-propylpiperidine), Cl.N1=CC=CC=C1 (pyridine hydrochloride), C([O-])([O-])=O.[Na+].[Na+] (sodium carbonate). Solvent: C(C)(=O)OCC (ethyl acetate). Reaction conditions: time 2 hour. Yields the product C(CC)N1CCC(CC1)C1=C(C(=CC=C1)C(F)(F)F)O (2-(1-PROPYLPIPERIDIN-4-YL)-6-(TRIFLUOROMETHYL)PHENOL). RXN SMILES: C[O:2][C:3]1[C:8]([C:9]([F:12])([F:11])[F:10])=[CH:7][CH:6]=[CH:5][C:4]=1[CH:13]1[CH2:18][CH2:17][N:16]([CH2:19][CH2:20][CH3:21])[CH2:15][CH2:14]1.Cl.N1C=CC=CC=1.C(=O)([O-])[O-].[Na+].[Na+]>C(OCC)(=O)C>[CH2:19]([N:16]1[CH2:17][CH2:18][CH:13]([C:4]2[CH:5]=[CH:6][CH:7]=[C:8]([C:9]([F:10])([F:11])[F:12])[C:3]=2[OH:2])[CH2:14][CH2:15]1)[CH2:20][CH3:21] |f:1.2,3.4.5|. Procedure: 4-[2-methoxy-3-(trifluoromethyl)phenyl]-1-propylpiperidine (0.18 g, 0.6 mmol) and pyridine hydrochloride (2 g) was heated to 190° C. and stirred for 2 h. Aqueous sodium carbonate (10%, 50 ml) and ethyl acetate (50 ml) was added and the phases were separated. The aqueous phase was extracted with ethyl acetate (2×50 ml) and the combined organic phase was dried (MgSO4) and evaporated under reduced pressure to give an oil. Purification by flash column chromatography (ethyl acetate/methanol, 1:1) gav...